This data is from the Open Reaction Database (ORD), a public repository of structured organic reaction records. The task is: describe an organic reaction: reactants, conditions, products, and yield Reactants: N1C(=NC=C1)C=C1C=2C=CC=CC2C=2NC(C=3N(C21)C=CN3)=O (10-(2-imidazolylmethylene)-5H,10H-imidazo[1,2-a]indeno[1,2-e]pyrazin-4-one), CN(C=O)C (dimethylformamide). The reagents and catalysts are [Pd] (palladium on charcoal). Run in C(C)(=O)O (acetic acid). The product is N1C(=NC=C1)CC1C=2C=CC=CC2C=2NC(C=3N(C21)C=CN3)=O (10-(2-imidazolylmethyl)-5H,10H-imidazo[1,2-a]indeno-[1,2-e]pyrazin-4-one). Yield: 30.1%. RXN SMILES: [NH:1]1[CH:5]=[CH:4][N:3]=[C:2]1[CH:6]=[C:7]1[C:19]2[N:18]3[CH:20]=[CH:21][N:22]=[C:17]3[C:16](=[O:23])[NH:15][C:14]=2[C:13]2[CH:12]=[CH:11][CH:10]=[CH:9][C:8]1=2.CN(C)C=O>[Pd].C(O)(=O)C>[NH:1]1[CH:5]=[CH:4][N:3]=[C:2]1[CH2:6][CH:7]1[C:19]2[N:18]3[CH:20]=[CH:21][N:22]=[C:17]3[C:16](=[O:23])[NH:15][C:14]=2[C:13]2[CH:12]=[CH:11][CH:10]=[CH:9][C:8]1=2. Procedure: The procedure is performed as in Example 21, but starting with 1.65 g of 10-(2-imidazolylmethylene)-5H,10H-imidazo[1,2-a]indeno[1,2-e]pyrazin-4-one, 300 ml of dimethylformamide, 5 ml of acetic acid and 0.17 g of 10% palladium on charcoal. 0.5 g of 10-(2-imidazolylmethyl)-5H,10H-imidazo[1,2-a]indeno-[1,2-e]pyrazin-4-one is obtained, in the form of a pale yellow solid melting above 260° C. (Analysis % calculated C: 67.32, H: 4.32, N: 23.09, O: 5.27, % found C: 67.2, H: 4.3, N: 23.0). Reactants: COC=1C=C(C(=O)N2CC(CC2)(C2=CC=CC=C2)CCN2CCN(CCC2)C2=NC3=C(N2)C=CC=C3)C=C(C1OC)OC (1-(3,4,5-trimethoxybenzoyl)-3-(2-(4-(1H-benzimidazol-2-yl)[1,4]diazepan-1-yl)ethyl)-3-phenylpyrrolidine), ClCC1=COC=C1 (3-(chloromethyl)furan). The product is COC=1C=C(C(=O)N2CC(CC2)(C2=CC=CC=C2)CCN2CCN(CCC2)C2=NC3=C(N2CC2=COC=C2)C=CC=C3)C=C(C1OC)OC (1-(3,4,5-Trimethoxybenzoyl)-3-(2-(4-(1-(fur-3-ylmethyl)-1H-benzimidazol-2-yl)[1,4]diazepan-1-yl)ethyl)-3-phenylpyrrolidine). RXN SMILES: [CH3:1][O:2][C:3]1[CH:4]=[C:5]([CH:37]=[C:38]([O:42][CH3:43])[C:39]=1[O:40][CH3:41])[C:6]([N:8]1[CH2:12][CH2:11][C:10]([CH2:19][CH2:20][N:21]2[CH2:27][CH2:26][CH2:25][N:24]([C:28]3[NH:32][C:31]4[CH:33]=[CH:34][CH:35]=[CH:36][C:30]=4[N:29]=3)[CH2:23][CH2:22]2)([C:13]2[CH:18]=[CH:17][CH:16]=[CH:15][CH:14]=2)[CH2:9]1)=[O:7].Cl[CH2:45][C:46]1[CH:50]=[CH:49][O:48][CH:47]=1>>[CH3:43][O:42][C:38]1[CH:37]=[C:5]([CH:4]=[C:3]([O:2][CH3:1])[C:39]=1[O:40][CH3:41])[C:6]([N:8]1[CH2:12][CH2:11][C:10]([CH2:19][CH2:20][N:21]2[CH2:27][CH2:26][CH2:25][N:24]([C:28]3[N:29]([CH2:45][C:46]4[CH:50]=[CH:49][O:48][CH:47]=4)[C:30]4[CH:36]=[CH:35][CH:34]=[CH:33][C:31]=4[N:32]=3)[CH2:23][CH2:22]2)([C:13]2[CH:14]=[CH:15][CH:16]=[CH:17][CH:18]=2)[CH2:9]1)=[O:7]. Procedure: Prepare by the method of Example 35.1 using 1-(3,4,5-trimethoxybenzoyl)-3-(2-(4-(1H-benzimidazol-2-yl)[1,4]diazepan-1-yl)ethyl)-3-phenylpyrrolidine (prepared from (−)-3-phenyl-3-(2-hydroxyethyl)pyrrolidine(R,R)-di-p-anisoyltartaric acid salt) and 3-(chloromethyl)furan (J. Am. Chem. Soc. 72, 2195-2199 (1950)) to give the title compound. The reactants are CC(C)(C)OC(=O)Nc1ccc(-c2ccccc2F)cc1NC(=O)CC(=O)c1cccc(-n2cnnn2)c1, ClCCl, O=C(O)C(F)(F)F. Yields the product O=C1CC(c2cccc(-n3cnnn3)c2)=Nc2ccc(-c3ccccc3F)cc2N1. As a reaction SMILES: [C:1]([O:2][C:3](=[O:4])[NH:7][c:8]1[c:9]([NH:21][C:22]([CH2:23][C:24](=[O:5])[c:25]2[cH:26][c:27](-[n:31]3[n:32][n:33][n:34][cH:35]3)[cH:28][cH:29][cH:30]2)=[O:37])[cH:10][c:11](-[c:14]2[c:15]([F:20])[cH:16][cH:17][cH:18][cH:19]2)[cH:12][cH:13]1)([CH3:6])([CH3:36])[CH3:38].[Cl:46][CH2:47][Cl:48].[F:39][C:40]([F:41])([F:42])[C:43]([OH:44])=[O:45]>>[N:7]1=[C:24]([c:25]2[cH:26][c:27](-[n:31]3[n:32][n:33][n:34][cH:35]3)[cH:28][cH:29][cH:30]2)[CH2:23][C:22](=[O:37])[NH:21][c:9]2[c:8]1[cH:13][cH:12][c:11](-[c:14]1[c:15]([F:20])[cH:16][cH:17][cH:18][cH:19]1)[cH:10]2. Starting materials: FC(C=1C=C(C=C(C1)C(F)(F)F)NC(=C(C#N)S(=O)(=O)C1=CC=C(C=C1)Cl)SC)(F)F (3-(3,5-Bis(trifluoromethyl)phenylamino)-2-(4-chloro-phenylsulfonyl)-3-methylsulfanyl-2-propenenitrile), CC(C(C)(C)C)N (1,2,2-trimethylpropylamine). Yields the product FC(C=1C=C(C=C(C1)C(F)(F)F)NC(=C(C#N)S(=O)(=O)C1=CC=C(C=C1)Cl)NC(C(C)(C)C)C)(F)F (3-[3,5-Bis(trifluoromethyl)phenylamino]-2-(4-chlorophenylsulfonyl)-3-(1,2,2-trimethylpropylamino)-2-propenenitrile). The yield is 68.0%. As a reaction SMILES: [F:1][C:2]([F:31])([F:30])[C:3]1[CH:4]=[C:5]([NH:13][C:14](SC)=[C:15]([S:18]([C:21]2[CH:26]=[CH:25][C:24]([Cl:27])=[CH:23][CH:22]=2)(=[O:20])=[O:19])[C:16]#[N:17])[CH:6]=[C:7]([C:9]([F:12])([F:11])[F:10])[CH:8]=1.[CH3:32][CH:33]([NH2:38])[C:34]([CH3:37])([CH3:36])[CH3:35]>>[F:10][C:9]([F:12])([F:11])[C:7]1[CH:6]=[C:5]([NH:13][C:14]([NH:38][CH:33]([CH3:32])[C:34]([CH3:37])([CH3:36])[CH3:35])=[C:15]([S:18]([C:21]2[CH:26]=[CH:25][C:24]([Cl:27])=[CH:23][CH:22]=2)(=[O:19])=[O:20])[C:16]#[N:17])[CH:4]=[C:3]([C:2]([F:31])([F:1])[F:30])[CH:8]=1. Procedure details: 3-(3,5-Bis(trifluoromethyl)phenylamino)-2-(4-chloro-phenylsulfonyl)-3-methylsulfanyl-2-propenenitrile (0.300 g, 0.6 mmol) was stirred in 1,2,2-trimethylpropylamine (1 ml) for 19 h at 75° C. under nitrogen. The reaction mixture was concentrated and the residue dissolved in DCM, washed twice with 1N aqueous HCl and once with water. The organic phase was dried (sodium sulfate) and concentrated. The residue was crystallised from ethyl acetate/heptane 1:3 to give 225 mg (68%) of the title compound. M... Starting materials: [H-], CI, [Na+], CN(C)C=O, CC(O)(c1ccccc1)c1cnc2c(C(F)(F)F)cccc2c1-c1ccccc1. Product: COC(C)(c1ccccc1)c1cnc2c(C(F)(F)F)cccc2c1-c1ccccc1. As a reaction SMILES: [H-:31].[I:32][CH3:33].[Na+:30].[O:34]=[CH:35][N:36]([CH3:37])[CH3:38].[c:1]1([C:7]([CH3:8])([OH:9])[c:10]2[cH:11][n:12][c:13]3[c:14]([C:26]([F:27])([F:28])[F:29])[cH:15][cH:16][cH:17][c:18]3[c:19]2-[c:20]2[cH:21][cH:22][cH:23][cH:24][cH:25]2)[cH:2][cH:3][cH:4][cH:5][cH:6]1>>[c:1]1([C:7]([CH3:8])([O:9][CH3:33])[c:10]2[cH:11][n:12][c:13]3[c:14]([C:26]([F:27])([F:28])[F:29])[cH:15][cH:16][cH:17][c:18]3[c:19]2-[c:20]2[cH:21][cH:22][cH:23][cH:24][cH:25]2)[cH:2][cH:3][cH:4][cH:5][cH:6]1. Yields the product COC(=O)C(C(=C)C)N1C(C(C1SN1C(C=2C(C1=O)=CC=CC2)=O)NC(CC2=CC=CC=C2)=O)=O (1-(1-methoxycarbonyl-2-methylprop-2-enyl)-3-phenylacetamido-4-phthalimidothio-azetidin-2-one). As a reaction SMILES: [C:1]([CH:4]([N:8]1[CH:11]([S:12][N:13]2[C:17](=[O:18])[C:16]3=[CH:19][CH:20]=[CH:21][CH:22]=[C:15]3[C:14]2=[O:23])[CH:10]([NH:24][C:25](=[O:33])[CH2:26][C:27]2[CH:32]=[CH:31][CH:30]=[CH:29][CH:28]=2)[C:9]1=[O:34])[C:5]([CH3:7])=[CH2:6])([OH:3])=[O:2].[N+](=[CH2:37])=[N-]>C(OCC)C>[CH3:37][O:2][C:1]([CH:4]([N:8]1[CH:11]([S:12][N:13]2[C:14](=[O:23])[C:15]3=[CH:22][CH:21]=[CH:20][CH:19]=[C:16]3[C:17]2=[O:18])[CH:10]([NH:24][C:25](=[O:33])[CH2:26][C:27]2[CH:28]=[CH:29][CH:30]=[CH:31][CH:32]=2)[C:9]1=[O:34])[C:5]([CH3:7])=[CH2:6])=[O:3]. Procedure: 14 g (purity 70%; 20 mmoles) of 1-(1-carboxy-2-methylprop-2-enyl)-3-phenylacetamido-4-phthalimidothio-azetidin-2-one was treated with a diazomethane solution in diethyl ether. After evaporation of the reaction mixture to dryness, benzene was added. After filtering off the phthalimide, the filtrate was concentrated and chromatographed [silica gel; toluene - ethyl acetate 4:1(v/v] to obtain 6.24 g (62% yield) of 1-(1-methoxycarbonyl-2-methylprop-2-enyl)-3-phenylacetamido-4-phthalimidothio-azetidin... Reactants: C(=O)(O)C(C(=C)C)N1C(C(C1SN1C(C=2C(C1=O)=CC=CC2)=O)NC(CC2=CC=CC=C2)=O)=O (1-(1-carboxy-2-methylprop-2-enyl)-3-phenylacetamido-4-phthalimidothio-azetidin-2-one), [N+](=[N-])=C (diazomethane). Yield: 62.0%. Run in C(C)OCC (diethyl ether). Reactants: CO, COc1cc(C(N)=O)c([N+](=O)[O-])cc1OCCCN1CCOCC1, Cl, [Fe]. The product is COc1cc(C(N)=O)c(N)cc1OCCCN1CCOCC1, Cl. As a reaction SMILES: [CH3:26][OH:27].[CH3:2][O:3][c:4]1[c:5]([O:16][CH2:17][CH2:18][CH2:19][N:20]2[CH2:21][CH2:22][O:23][CH2:24][CH2:25]2)[cH:6][c:7]([N+:13]([O-:14])=[O:15])[c:8]([C:9](=[O:10])[NH2:11])[cH:12]1.[ClH:1].[Fe:28]>>[CH3:2][O:3][c:4]1[c:5]([O:16][CH2:17][CH2:18][CH2:19][N:20]2[CH2:21][CH2:22][O:23][CH2:24][CH2:25]2)[cH:6][c:7]([NH2:13])[c:8]([C:9](=[O:10])[NH2:11])[cH:12]1.[ClH:1].